From a dataset of the Open Reaction Database (ORD), a public repository of structured organic reaction records. describe an organic reaction: reactants, conditions, products, and yield Starting materials: COC=1C=C(C=CC1OC)C1=NNC(SC1CC)=O (5-(3,4-dimethoxyphenyl)-6-ethyl-3,6-dihydro-1,3,4-thiadiazin-2-one), COC=1C=C(C=CC1OC)C(C(CC)Br)=O (1-(3,4-dimethoxyphenyl)-2-bromobutan-1-one), [N+](=O)([O-])C1=CC=C(CCl)C=C1 (4-nitrobenzyl chloride), C([O-])([O-])=O.[K+].[K+] (potassium carbonate). Solvent: CC(=O)C (acetone). Product: [N+](=O)([O-])C1=CC=C(CN2C(SC(C(=N2)C2=CC(=C(C=C2)OC)OC)CC)=O)C=C1 (3-(4-nitrobenzyl)-5-(3,4-dimethoxyphenyl)-6-ethyl-3,6-dihydro-1,3,4-thiadiazin-2-one). Reaction SMILES: [CH3:1][O:2][C:3]1[CH:4]=[C:5]([C:11]2[CH:16]([CH2:17][CH3:18])[S:15][C:14](=[O:19])[NH:13][N:12]=2)[CH:6]=[CH:7][C:8]=1[O:9][CH3:10].COC1C=C(C(=O)C(Br)CC)C=CC=1OC.[N+:36]([C:39]1[CH:46]=[CH:45][C:42]([CH2:43]Cl)=[CH:41][CH:40]=1)([O-:38])=[O:37].C(=O)([O-])[O-].[K+].[K+]>CC(C)=O>[N+:36]([C:39]1[CH:46]=[CH:45][C:42]([CH2:43][N:13]2[N:12]=[C:11]([C:5]3[CH:6]=[CH:7][C:8]([O:9][CH3:10])=[C:3]([O:2][CH3:1])[CH:4]=3)[CH:16]([CH2:17][CH3:18])[S:15][C:14]2=[O:19])=[CH:41][CH:40]=1)([O-:38])=[O:37] |f:3.4.5|. Reported procedure: A solution of 2.8 g of 5-(3,4-dimethoxyphenyl)-6-ethyl-3,6-dihydro-1,3,4-thiadiazin-2-one ("A") [obtainable by reacting 1-(3,4-dimethoxyphenyl)-2-bromobutan-1-one with methyl hydrazinethioformate] in 150 ml of acetone is boiled with 3 g of 4-nitrobenzyl chloride in the presence of 4 g of potassium carbonate for eight hours. The insoluble residue is filtered off and the solution is concentrated. The residue is worked up in the conventional manner to give 3-(4-nitrobenzyl)-5-(3,4-dimethoxyphenyl)-... The reactants are C(C)(C)[N-]C(C)C.[Li+] (lithium diisopropylamide), C(C)(C)NC(C)C (diisopropylamine), solution, C(CCC)[Li] (butyllithium), O=C1C[C@@H]2CC[C@H]3[C@@H]4CCC([C@@]4(C)CC[C@@H]3[C@]2(CC1)CC=O)=O (3,17-dioxo-5α-androstane-19-carboxaldehyde), [Cl-].ClC[P+](C1=CC=CC=C1)(C1=CC=CC=C1)C1=CC=CC=C1 ((chloromethyl)triphenylphosphonium chloride). Run in O1CCCC1 (tetrahydrofuran), O1CCCC1 (tetrahydrofuran), O (water), O1CCCC1 (tetrahydrofuran). Run at time 10 minute. Product: ClC=CC[C@]12CCC(C[C@@H]1CC[C@H]1[C@@H]3CCC([C@@]3(C)CC[C@H]21)=O)=O (10-(3-chloroprop-2-enyl)-5α-estrane-3,17-dione). Reaction SMILES: C([N-]C(C)C)(C)C.[Li+].C(NC(C)C)(C)C.C([Li])CCC.[Cl-].[Cl:22][CH2:23][P+](C1C=CC=CC=1)(C1C=CC=CC=1)C1C=CC=CC=1.[O:43]=[C:44]1[CH2:61][CH2:60][C@@:59]2([CH2:62][CH:63]=O)[C@@H:46]([CH2:47][CH2:48][C@@H:49]3[C@@H:58]2[CH2:57][CH2:56][C@@:54]2([CH3:55])[C@H:50]3[CH2:51][CH2:52][C:53]2=[O:65])[CH2:45]1>O1CCCC1.O>[Cl:22][CH:23]=[CH:63][CH2:62][C@@:59]12[C@@H:58]3[C@H:49]([C@H:50]4[C@@:54]([CH2:56][CH2:57]3)([CH3:55])[C:53](=[O:65])[CH2:52][CH2:51]4)[CH2:48][CH2:47][C@H:46]1[CH2:45][C:44](=[O:43])[CH2:61][CH2:60]2 |f:0.1,4.5|. Procedure: A solution of lithium diisopropylamide, prepared from 0.26 ml of diisopropylamine and 0.85 ml of a 2.1 M solution of butyllithium and 5 ml of tetrahydrofuran is added to a solution of 640 mg of (chloromethyl)triphenylphosphonium chloride in 5 ml of tetrahydrofuran at -70° C. After 10 minutes at -70° C., a solution of 560 mg of 3,17-dioxo-5α-androstane-19-carboxaldehyde in 4 ml of tetrahydrofuran is added and the mixture is allowed to warm to room temperature. The mixture is then poured into wate... RXN SMILES: [Br:1][c:2]1[cH:3][cH:4][c:5](-[n:28]2[n:29][cH:30][n:31][cH:32]2)[c:6](-[c:8]2[n:9][c:10]3[c:11]([n:12]2[C:13]([CH3:14])([CH3:15])[CH3:16])[cH:17][cH:18][c:19](-[c:21]2[cH:22][n:23][c:24]([NH2:27])[n:25][cH:26]2)[cH:20]3)[cH:7]1.[CH3:34][S:35](=[O:36])[OH:37].[CH3:38][NH:39][CH2:40][CH2:41][NH:42][CH3:43].[CH3:44][S:45]([CH3:46])=[O:47].[CH3:48][CH2:49][O:50][C:51]([CH3:52])=[O:53].[Cu+2:63].[F:55][C:56]([F:57])([F:58])[S:59]([O-:60])(=[O:61])=[O:62].[F:64][C:65]([F:66])([F:67])[S:68]([O-:69])(=[O:70])=[O:71].[Na:33].[OH2:54]>>[c:2]1([S:35]([CH3:34])(=[O:36])=[O:37])[cH:3][cH:4][c:5](-[n:28]2[n:29][cH:30][n:31][cH:32]2)[c:6](-[c:8]2[n:9][c:10]3[c:11]([n:12]2[C:13]([CH3:14])([CH3:15])[CH3:16])[cH:17][cH:18][c:19](-[c:21]2[cH:22][n:23][c:24]([NH2:27])[n:25][cH:26]2)[cH:20]3)[cH:7]1. The reactants are CC(C)(C)n1c(-c2cc(Br)ccc2-n2cncn2)nc2cc(-c3cnc(N)nc3)ccc21, CS(=O)O, CNCCNC, CS(C)=O, CCOC(C)=O, [Cu+2], O=S(=O)([O-])C(F)(F)F, O=S(=O)([O-])C(F)(F)F, [Na], O. Yields the product CC(C)(C)n1c(-c2cc(S(C)(=O)=O)ccc2-n2cncn2)nc2cc(-c3cnc(N)nc3)ccc21. The reactants are CO, [H][H], c1ccc(CN2CCC(N3CCOCC3)CC2)cc1. Product: C1CC(N2CCOCC2)CCN1. Reaction SMILES: [CH3:22][OH:23].[H:20][H:21].[c:1]1([CH2:2][N:8]2[CH2:9][CH2:10][CH:11]([N:14]3[CH2:15][CH2:16][O:17][CH2:18][CH2:19]3)[CH2:12][CH2:13]2)[cH:3][cH:4][cH:5][cH:6][cH:7]1>>[NH:8]1[CH2:9][CH2:10][CH:11]([N:14]2[CH2:15][CH2:16][O:17][CH2:18][CH2:19]2)[CH2:12][CH2:13]1. Starting materials: ICl (iodine monochloride), CNC1=NC=CC=C1 (2-(N-Monomethylamino)pyridine), aqueous solution, S(=O)([O-])[O-].[Na+].[Na+] (sodium sulfite). The solvent is ClCCl (dichloromethane), ClCCl (dichloromethane). Run at time 30 minute. The product is CNC1=NC=C(C=C1)I (2-(N-monomethylamino)-5-iodopyridine). Isolated yield 61.6%. RXN SMILES: [CH3:1][NH:2][C:3]1[CH:8]=[CH:7][CH:6]=[CH:5][N:4]=1.[I:9]Cl.S([O-])([O-])=O.[Na+].[Na+]>ClCCl>[CH3:1][NH:2][C:3]1[CH:8]=[CH:7][C:6]([I:9])=[CH:5][N:4]=1 |f:2.3.4|. Reported procedure: 2-(N-Monomethylamino)pyridine (98, 1.00 g, 5.55 mmol) was dissolved in dichloromethane (20 mL) and a 1 M iodine monochloride (ICl, 6.10 mL, 6.10 mmol) dichloromethane solution was slowly added at 0° C., and stirred for 30 minutes. To the reaction mixture was added a 10% aqueous solution of sodium sulfite (Na2S2O3) and organic compounds were extracted with dichloromethane and evaporated after a treatment with sodium sulfate. Purification was performed by column chromatograph to give the target co... Reactants: CN(C(=O)Cl)C (dimethylcarbamoyl chloride), NC1=NC2=CC=C(C=C2C(=N1)C(=O)N1CC2=CC=CC=C2C1)C1=C(C=C(C(=C1)F)F)CO ([2-amino-6-(4,5-difluoro-2-hydroxymethylphenyl)quinazolin-4-yl]-(1,3-dihydroisoindol-2-yl)methanone), CO (methanol). Reagents/catalysts: CN(C1=CC=NC=C1)C (4-(dimethylamino)pyridine). Solvent: CN(C=O)C (dimethylformamide). Run at temperature 80 celsius, time 18 hour. Yields the product CN(C(OCC1=C(C=C(C(=C1)F)F)C=1C=C2C(=NC(=NC2=CC1)N)C(=O)N1CC2=CC=CC=C2C1)=O)C (2-[2-Amino-4-(1,3-dihydroisoindole-2-carbonyl)quinazolin-6-yl]-4,5-difluorobenzyl dimethylcarbamate). Reaction SMILES: [CH3:1][N:2]([CH3:6])[C:3](Cl)=[O:4].[NH2:7][C:8]1[N:17]=[C:16]([C:18]([N:20]2[CH2:28][C:27]3[C:22](=[CH:23][CH:24]=[CH:25][CH:26]=3)[CH2:21]2)=[O:19])[C:15]2[C:10](=[CH:11][CH:12]=[C:13]([C:29]3[CH:34]=[C:33]([F:35])[C:32]([F:36])=[CH:31][C:30]=3[CH2:37][OH:38])[CH:14]=2)[N:9]=1.CO>CN(C)C1C=CN=CC=1.CN(C)C=O>[CH3:1][N:2]([CH3:6])[C:3](=[O:4])[O:38][CH2:37][C:30]1[CH:31]=[C:32]([F:36])[C:33]([F:35])=[CH:34][C:29]=1[C:13]1[CH:14]=[C:15]2[C:10](=[CH:11][CH:12]=1)[N:9]=[C:8]([NH2:7])[N:17]=[C:16]2[C:18]([N:20]1[CH2:21][C:22]2[C:27](=[CH:26][CH:25]=[CH:24][CH:23]=2)[CH2:28]1)=[O:19]. Procedure details: 20 μl of dimethylcarbamoyl chloride are added to a solution of 100 mg of [2-amino-6-(4,5-difluoro-2-hydroxymethylphenyl)quinazolin-4-yl]-(1,3-dihydroisoindol-2-yl)methanone and 2 mg of 4-(dimethylamino)pyridine (DMAP) in 5 ml of dimethylformamide (DMF), and the mixture is heated at 80° C. for 18 h. After 18 h, 10 ml of methanol are added, the mixture is evaporated to dryness in vacuo and purified by normal-phase chromatography. The reactants are [Cu]C#N (Copper(I)cyanide), BrC1=C(C(=C(C=C1)OCC)OCC)F (1-bromo-3,4-diethoxy-2-fluorobenzene), C(C)(=O)OCC (ethyl acetate), N (ammonia). Solvent: CN(C=O)C (N,N-dimethylformamide). Run at temperature 155 celsius, time 3 hour. Product: C(C)OC=1C(=C(C#N)C=CC1OCC)F (3,4-Diethoxy-2-fluorobenzonitrile). The yield is 94.3%. Reaction SMILES: [Cu][C:2]#[N:3].Br[C:5]1[CH:10]=[CH:9][C:8]([O:11][CH2:12][CH3:13])=[C:7]([O:14][CH2:15][CH3:16])[C:6]=1[F:17].C(OCC)(=O)C.N>CN(C)C=O>[CH2:15]([O:14][C:7]1[C:6]([F:17])=[C:5]([CH:10]=[CH:9][C:8]=1[O:11][CH2:12][CH3:13])[C:2]#[N:3])[CH3:16]. Reported procedure: Copper(I)cyanide (6.8 g, 68.3 mmol) was added to a solution of 1-bromo-3,4-diethoxy-2-fluorobenzene (12.0 g, 45.6 mmol) in N,N-dimethylformamide (DMF) (60 mL) at room temperature, and this was then stirred at 155° C. for 3 hours. The reaction solution was cooled on ice. Following addition of ethyl acetate and 28% aqueous ammonia, the organic layer was separated and washed with water and saturated brine, and then dried over anhydrous magnesium sulfate. The solvent was removed after filtration, an... As a reaction SMILES: OCC(CO)(CO)CO.N1C=CC=CC=1.CN(C=O)C.[CH3:21][CH:22]([CH2:36][CH2:37][CH2:38][CH:39]([CH3:51])[CH2:40][CH2:41][CH2:42][CH:43]([CH3:50])[CH2:44][CH2:45][CH2:46][CH:47]([CH3:49])[CH3:48])[CH2:23][CH2:24][CH2:25][C:26](OC[C@@H]([C@@H](CO)O)O)=[O:27].C(Cl)[Cl:53]>>[CH3:21][CH:22]([CH2:36][CH2:37][CH2:38][CH:39]([CH3:51])[CH2:40][CH2:41][CH2:42][CH:43]([CH3:50])[CH2:44][CH2:45][CH2:46][CH:47]([CH3:49])[CH3:48])[CH2:23][CH2:24][CH2:25][C:26]([Cl:53])=[O:27]. Procedure: Pentaerythritol (3.81 g), 2.21 g of pyridine, and 120 ml of dry DMF were mixed and dissolved with heating. The product was cooled to room temperature, the solution of 5 g of 5,9,13,17-tetramethyloctadecanoic acid chloride obtained in the step of synthesis of 1-O-(5,9,13,17-tetramethyloctadecanoyl)erythritol [formula (7)] in 5 ml of methylene chloride was added dropwise thereto, and the mixture was then agitated at room temperature for 1 hour. 100 ml of Methylene chloride was added to the resulti... Yields the product CC(CCCC(=O)Cl)CCCC(CCCC(CCCC(C)C)C)C (5,9,13,17-tetramethyloctadecanoic acid chloride). The reactants are OCC(CO)(CO)CO (Pentaerythritol), N1=CC=CC=C1 (pyridine), CN(C)C=O (DMF), CC(CCCC(=O)OC[C@H](O)[C@H](O)CO)CCCC(CCCC(CCCC(C)C)C)C (1-O-(5,9,13,17-tetramethyloctadecanoyl)erythritol), C(Cl)Cl (methylene chloride). RXN SMILES: [CH3:1][O:2][CH2:3][CH:4]([NH:6][C:7]([C:9]1[CH:10]=[C:11]([C:16]2[CH:21]=[CH:20][C:19]([CH3:22])=[CH:18][CH:17]=2)[CH:12]=[C:13]([NH2:15])[CH:14]=1)=[O:8])[CH3:5].N([O-])=O.[Na+].[N-:27]=[N+:28]=[N-].[Na+]>FC(F)(F)C(O)=O.O>[CH3:1][O:2][CH2:3][CH:4]([NH:6][C:7]([C:9]1[CH:10]=[C:11]([C:16]2[CH:17]=[CH:18][C:19]([CH3:22])=[CH:20][CH:21]=2)[CH:12]=[C:13]([N:15]=[N+:27]=[N-:28])[CH:14]=1)=[O:8])[CH3:5] |f:1.2,3.4|. Run in O (water), FC(C(=O)O)(F)F (trifluoroacetic acid), O (water). The reactants are [N-]=[N+]=[N-].[Na+] (NaN3), COCC(C)NC(=O)C=1C=C(C=C(C1)N)C1=CC=C(C=C1)C (5-amino-4′-methyl-biphenyl-3-carboxylic acid (2-methoxy-1-methyl-ethyl)-amide), N(=O)[O-].[Na+] (NaNO2). Procedure: To a solution of 5-amino-4′-methyl-biphenyl-3-carboxylic acid (2-methoxy-1-methyl-ethyl)-amide (500 mg, 1.68 mmol) in trifluoroacetic acid (10 mL) was added a solution of NaNO2 (21.47 mmol, 1.49 g) in water (10 mL) at 0° C. The mixture was stirred at 0° C. for 10 minutes and a solution of NaN3 (44.43 mmol, 2.89 g) in water (10 mL) was added. The solution was stirred at room temperature for 16 hours. Solvent was removed under reduced pressure and the residue was extracted with ethyl acetate, wash... Conditions: temperature 0 celsius, time 10 minute. Yields the product COCC(C)NC(=O)C=1C=C(C=C(C1)N=[N+]=[N-])C1=CC=C(C=C1)C (5-azido-4′-methyl-biphenyl-3-carboxylic acid (2-methoxy-1-methyl-ethyl)-amide).